Dataset: the Open Reaction Database (ORD), a public repository of structured organic reaction records. Task: describe an organic reaction: reactants, conditions, products, and yield Reactants: COc1nnc(Cl)cc1-c1cc2ccc(C=O)cc2n1C(=O)OC(C)(C)C, CC(=O)O[BH-](OC(C)=O)OC(C)=O, CN1CCNCC1, CC(=O)O, ClCCl, [Na+]. Product: COc1nnc(Cl)cc1-c1cc2ccc(CN3CCN(C)CC3)cc2n1C(=O)OC(C)(C)C. RXN SMILES: [C:1]([CH3:2])([CH3:3])([CH3:4])[O:5][C:6](=[O:7])[n:8]1[c:9](-[c:19]2[c:20]([O:26][CH3:27])[n:21][n:22][c:23]([Cl:25])[cH:24]2)[cH:10][c:11]2[cH:12][cH:13][c:14]([CH:17]=[O:18])[cH:15][c:16]12.[C:39]([O:40][BH-:41]([O:42][C:43](=[O:44])[CH3:45])[O:46][C:47](=[O:48])[CH3:49])(=[O:50])[CH3:51].[CH3:28][N:29]1[CH2:30][CH2:31][NH:32][CH2:33][CH2:34]1.[CH3:35][C:36](=[O:37])[OH:38].[Cl:53][CH2:54][Cl:55].[Na+:52]>>[C:1]([CH3:2])([CH3:3])([CH3:4])[O:5][C:6](=[O:7])[n:8]1[c:9](-[c:19]2[c:20]([O:26][CH3:27])[n:21][n:22][c:23]([Cl:25])[cH:24]2)[cH:10][c:11]2[cH:12][cH:13][c:14]([CH2:17][N:32]3[CH2:31][CH2:30][N:29]([CH3:28])[CH2:34][CH2:33]3)[cH:15][c:16]12. Reactants: C(C)OC1=NN(C=C1CCC(=O)OCC)CC1=CC=C(C=C1)OCC=1N=C(OC1)C1=CC=CC=C1 (ethyl 3-[3-ethoxy-1-[4-(2-phenyl-4-oxazolylmethoxy)benzyl]-1H-pyrazol-4-yl]propionate), [OH-].[Na+] (sodium hydroxide), O1CCCC1 (tetrahydrofuran), C(C)O (ethanol). Run in Cl (hydrochloric acid). Run at time 3 hour. Product: C(C)OC1=NN(C=C1CCC(=O)O)CC1=CC=C(C=C1)OCC=1N=C(OC1)C1=CC=CC=C1 (3-[3-ethoxy-1-[4-(2-phenyl-4-oxazolylmethoxy)benzyl]-1H-pyrazol-4-yl]propionic acid). Yield: 92.7%. As a reaction SMILES: [CH2:1]([O:3][C:4]1[C:8]([CH2:9][CH2:10][C:11]([O:13]CC)=[O:12])=[CH:7][N:6]([CH2:16][C:17]2[CH:22]=[CH:21][C:20]([O:23][CH2:24][C:25]3[N:26]=[C:27]([C:30]4[CH:35]=[CH:34][CH:33]=[CH:32][CH:31]=4)[O:28][CH:29]=3)=[CH:19][CH:18]=2)[N:5]=1)[CH3:2].[OH-].[Na+].O1CCCC1.C(O)C>Cl>[CH2:1]([O:3][C:4]1[C:8]([CH2:9][CH2:10][C:11]([OH:13])=[O:12])=[CH:7][N:6]([CH2:16][C:17]2[CH:18]=[CH:19][C:20]([O:23][CH2:24][C:25]3[N:26]=[C:27]([C:30]4[CH:35]=[CH:34][CH:33]=[CH:32][CH:31]=4)[O:28][CH:29]=3)=[CH:21][CH:22]=2)[N:5]=1)[CH3:2] |f:1.2|. Procedure: A mixture of ethyl 3-[3-ethoxy-1-[4-(2-phenyl-4-oxazolylmethoxy)benzyl]-1H-pyrazol-4-yl]propionate (523 mg), 1 N aqueous sodium hydroxide solution (2.5 ml), tetrahydrofuran (5 ml), and ethanol (5 ml) was stirred at room temperature for 3 hours, diluted with 1 N hydrochloric acid (2.5 ml), and extracted with ethyl acetate. The ethyl acetate layer was washed with saturated aqueous sodium chloride solution, dried (MgSO4), and concentrated. The obtained colorless crystals were collected by filtratio...